This data is from the Open Reaction Database (ORD), a public repository of structured organic reaction records. The task is: describe an organic reaction: reactants, conditions, products, and yield The reactants are P(=O)([O-])([O-])[O-].[K+].[K+].[K+] (tripotassium phosphate), O (water), C(C)N1C(C2=C(OC(C1)(C)C)N=C(N=C2OS(=O)(=O)C(F)(F)F)N2CC1CCC(C2)O1)=O (trifluoromethanesulfonic acid 6-ethyl-8,8-dimethyl-2-(8-oxa-3-azabicyclo[3.2.1]oct-3-yl)-5-oxo-5,6,7,8-tetrahydro-9-oxa-1,3,6-triazabenzocyclohepten-4-yl ester), CC1(OB(OC1(C)C)C=1C=CC(=NC1)N)C (5-(4,4,5,5-tetramethyl-[1,3,2]dioxaborolan-2-yl)pyridin-2-ylamine). Reagents/catalysts: Cl[Pd]([P](C1=CC=CC=C1)(C2=CC=CC=C2)C3=CC=CC=C3)([P](C4=CC=CC=C4)(C5=CC=CC=C5)C6=CC=CC=C6)Cl (bis(triphenylphosphine)palladium(II) chloride). The solvent is O1CCOCC1 (dioxane), C(C)(=O)OCC (ethyl acetate). Conditions: temperature 100 celsius. Yields the product NC1=CC=C(C=N1)C1=NC(=NC=2OC(CN(C(C21)=O)CC)(C)C)N2CC1CCC(C2)O1 (4-(6-aminopyridin-3-yl)-6-ethyl-8,8-dimethyl-2-(8-oxa-3-azabicyclo[3.2.1]oct-3-yl)-7,8-dihydro-6H-9-oxa-1,3,6-triazabenzocyclohepten-5-one). The yield is 79.9%. RXN SMILES: [CH2:1]([N:3]1[CH2:9][C:8]([CH3:11])([CH3:10])[O:7][C:6]2[N:12]=[C:13]([N:24]3[CH2:30][CH:29]4[O:31][CH:26]([CH2:27][CH2:28]4)[CH2:25]3)[N:14]=[C:15](OS(C(F)(F)F)(=O)=O)[C:5]=2[C:4]1=[O:32])[CH3:2].CC1(C)C(C)(C)OB([C:41]2[CH:42]=[CH:43][C:44]([NH2:47])=[N:45][CH:46]=2)O1.P([O-])([O-])([O-])=O.[K+].[K+].[K+].O>O1CCOCC1.C(OCC)(=O)C.Cl[Pd](Cl)([P](C1C=CC=CC=1)(C1C=CC=CC=1)C1C=CC=CC=1)[P](C1C=CC=CC=1)(C1C=CC=CC=1)C1C=CC=CC=1>[NH2:47][C:44]1[N:45]=[CH:46][C:41]([C:15]2[C:5]3[C:4](=[O:32])[N:3]([CH2:1][CH3:2])[CH2:9][C:8]([CH3:10])([CH3:11])[O:7][C:6]=3[N:12]=[C:13]([N:24]3[CH2:25][CH:26]4[O:31][CH:29]([CH2:28][CH2:27]4)[CH2:30]3)[N:14]=2)=[CH:42][CH:43]=1 |f:2.3.4.5,^1:72,91|. Reported procedure: 170 mg (353.83 μmol) of trifluoromethanesulfonic acid 6-ethyl-8,8-dimethyl-2-(8-oxa-3-azabicyclo[3.2.1]oct-3-yl)-5-oxo-5,6,7,8-tetrahydro-9-oxa-1,3,6-triazabenzocyclohepten-4-yl ester and 90.16 mg (389.21 μmol) of 5-(4,4,5,5-tetramethyl-[1,3,2]dioxaborolan-2-yl)pyridin-2-ylamine are dissolved in 3 ml of dioxane in a microwave tube. 150.21 mg (707.66 μmol) of tripotassium phosphate and 1 ml of water are added The solution is purged with argon. Finally, 24.84 mg (35.38 μmol) of bis(triphenylphosph... RXN SMILES: [NH2:1][C:2]1[CH:10]=[CH:9][C:5]([C:6]([OH:8])=[O:7])=[CH:4][C:3]=1[CH3:11].Cl.[N:13]([O-])=O.[Na+].[C:17]([CH:20](C(=O)C)[CH2:21][C:22]([O:24][CH2:25][CH3:26])=[O:23])(=[O:19])[CH3:18]>O.C(O)C.N1C=CC=CC=1>[CH3:11][C:3]1[CH:4]=[C:5]([CH:9]=[CH:10][C:2]=1[NH:1][N:13]=[C:20]([C:17](=[O:19])[CH3:18])[CH2:21][C:22]([O:24][CH2:25][CH3:26])=[O:23])[C:6]([OH:8])=[O:7] |f:2.3|. Yields the product CC=1C=C(C(=O)O)C=CC1NN=C(CC(=O)OCC)C(C)=O (3-methyl-4-[N'-(2-ethoxycarbonyl-1-acetyl-ethylidene)hydrazino]benzoic acid). Conditions: time 24 hour. Procedure details: A mixture of 3 g. (19.8 mmol) of 4-amino-3-methylbenzoic acid in 50 ml. of water and 50 ml. of ethanol and 3.56 ml. of concentrated hydrochloric acid was cooled in an ice bath and then 1.5 g. of NaNO2 (21.8 mmol.) in 10 ml. of water was added portionwise. The mixture was allowed to come to room temperature and then added to a solution of 4.06 g. (21.8 mmol.) of ethyl 3-acetyl-4-oxopentanoate and 8 ml. of pyridine in 25 ml. of ethanol. The reaction mixture was left for 24 hours at room temperatur... The reactants are NC1=C(C=C(C(=O)O)C=C1)C (4-amino-3-methylbenzoic acid), Cl (hydrochloric acid), C(C)(=O)C(CC(=O)OCC)C(C)=O (ethyl 3-acetyl-4-oxopentanoate), Cl (hydrochloric acid), N(=O)[O-].[Na+] (NaNO2). The solvent is C(C)O (ethanol), N1=CC=CC=C1 (pyridine), O (water), O (water), C(C)O (ethanol), O (water).